This data is from the Open Reaction Database (ORD), a public repository of structured organic reaction records. The task is: describe an organic reaction: reactants, conditions, products, and yield Starting materials: O=C=NC1CC(CN=C=O)(CC(C1)(C)C)C (isophorone diisocyanate), C(C=C)(=O)[O-] (acrylate), C(C=C)(=O)OCCO (2-hydroxyethyl acrylate), C1=CC=CC=2SC3=CC=CC=C3NC12 (phenothiazine). The reagents and catalysts are C(CCCCCCCCCCC)(=O)[O-].C(CCCCCCCCCCC)(=O)[O-].C(CCC)[Sn+2]CCCC (dibutyltin dilaurate). The product is OCCOC(C=C)=O.O=C=NC1CC(CN=C=O)(CC(C1)(C)C)C (Isophorone Diisocyanate Mono Hydroxyethyl Acrylate). As a reaction SMILES: [O:1]=[C:2]=[N:3][CH:4]1[CH2:13][C:12]([CH3:15])([CH3:14])[CH2:11][C:6]([CH3:16])([CH2:7][N:8]=[C:9]=[O:10])[CH2:5]1.C1C2NC3C(=CC=CC=3)SC=2C=CC=1.[C:31]([O:35][CH2:36][CH2:37][OH:38])(=[O:34])[CH:32]=[CH2:33].C([O-])(=O)C=C>C([O-])(=O)CCCCCCCCCCC.C([O-])(=O)CCCCCCCCCCC.C([Sn+2]CCCC)CCC>[OH:38][CH2:37][CH2:36][O:35][C:31](=[O:34])[CH:32]=[CH2:33].[O:1]=[C:2]=[N:3][CH:4]1[CH2:13][C:12]([CH3:15])([CH3:14])[CH2:11][C:6]([CH3:16])([CH2:7][N:8]=[C:9]=[O:10])[CH2:5]1 |f:4.5.6,7.8|. Procedure details: Into a reaction vessel fitted with a stirrer and gas inlet tube is placed one mole (222 g) of isophorone diisocyanate. To the reaction vessel was next added 0.2% by weight of dibutyltin dilaurate catalyst and 0.05% by weight of phenothiazine based on the total weight of reactants. The mixture is then blanketed with dry nitrogen gas and one mole (116 gram) of 2-hydroxyethyl acrylate is added over a period of from 4 to 5 hours while maintaining the temperature in the range of 25°-30° C., cooling b...